From a dataset of the Open Reaction Database (ORD), a public repository of structured organic reaction records. describe an organic reaction: reactants, conditions, products, and yield The reactants are Cl.C(C)(=O)N (acetamide hydrochloride), COC(C(=C[O-])C(=O)OC)OC.[Na+] (sodium 2-(dimethoxymethyl)-3-methoxy-3-oxoprop-1-en-1-olate), CN(C=O)C (dimethylformamide). Run at temperature 100 celsius. The product is CC1=NC=C(C=N1)C(=O)OC (methyl 2-methylpyrimidine-5-carboxylate). Reaction SMILES: Cl.[C:2]([NH2:5])(=O)[CH3:3].[CH3:6][O:7][CH:8]([O:16]C)[C:9]([C:12](OC)=O)=[CH:10][O-].[Na+].C[N:20](C)C=O>>[CH3:3][C:2]1[N:5]=[CH:12][C:9]([C:8]([O:7][CH3:6])=[O:16])=[CH:10][N:20]=1 |f:0.1,2.3|. Reported procedure: N-(4-chlorophenyl)-N-{(2S,4R)-2-methyl-1-[(2-methylpyrimidin-5-yl)carbonyl]-1,2,3,4-tetrahydroquinolin-4-yl}acetamide was prepared following general procedure H, substituting 2-methylpyrimidine-5-carbonyl chloride for 6-trifluoromethyl nicotinyl chloride. (2-methylpyrimidine-5-carbonyl chloride was prepared in four steps. To a solution of 3,3-dimethoxypropionate in ethylene glycol dimethyl ether was added sodium hydride at 0° C., then methyl formate. The reaction mixture was warmed up to 50° C. ... Reactants: C1=CCCCC1, CCO, COc1cc(C#N)c([N+](=O)[O-])cc1OCCCCl. Yields the product COc1cc(C#N)c(N)cc1OCCCCl. As a reaction SMILES: [CH2:19]1[CH2:20][CH:21]=[CH:22][CH2:23][CH2:24]1.[CH3:25][CH2:26][OH:27].[N+:1]([O-:2])(=[O:3])[c:4]1[c:5]([C:6]#[N:7])[cH:8][c:9]([O:17][CH3:18])[c:10]([O:12][CH2:13][CH2:14][CH2:15][Cl:16])[cH:11]1>>[NH2:1][c:4]1[c:5]([C:6]#[N:7])[cH:8][c:9]([O:17][CH3:18])[c:10]([O:12][CH2:13][CH2:14][CH2:15][Cl:16])[cH:11]1. Reactants: O (water), CC1=CC(=C(C=C1)OC)[N+](=O)[O-] (4-methyl-2-nitroanisole), BrN1C(CCC1=O)=O (N-bromosuccinimide), C(C1=CC=CC=C1)(=O)OOC(C1=CC=CC=C1)=O (benzoyl peroxide). The solvent is C(Cl)(Cl)(Cl)Cl (carbon tetrachloride). Product: COC1=C(C=C(CBr)C=C1)[N+](=O)[O-] (4-methoxy-3-nitro benzyl bromide). Isolated yield 70.0%. RXN SMILES: [CH3:1][C:2]1[CH:7]=[CH:6][C:5]([O:8][CH3:9])=[C:4]([N+:10]([O-:12])=[O:11])[CH:3]=1.[Br:13]N1C(=O)CCC1=O.C(OOC(=O)C1C=CC=CC=1)(=O)C1C=CC=CC=1.O>C(Cl)(Cl)(Cl)Cl>[CH3:9][O:8][C:5]1[CH:6]=[CH:7][C:2]([CH2:1][Br:13])=[CH:3][C:4]=1[N+:10]([O-:12])=[O:11]. Reported procedure: A solution of 4-methyl-2-nitroanisole (25 mmol), N-bromosuccinimide (25 mmol) and benzoyl peroxide (2.5 mmol) in carbon tetrachloride (100 mL) was heated at reflux for 18 h. The heated mixture was then poured into water. A solid precipitate formed and was separated by filtration. The aqueous filtrate was extracted with carbon tetrachloride (3×50 mL). The extract was concentrated under reduced pressure to yield a solid product. The solid products (the filtered precipitate and product of evaporati... The reactants are Cl.COC=1C=C(C=CC1OC)C1=NN(C([C@H]2CCCC[C@@H]12)=O)CCBr ((cis)-4-(3,4-Dimethoxyphenyl)-2-(2-bromoethyl)-4a,5,6,7,8,8a-hexahydro-2H-phthalazin-1-one hydrochloride), N1C=NC=C1 (imidazole). The solvent is CO (methanol). Product: Cl.COC=1C=C(C=CC1OC)C1=NN(C([C@H]2CCCC[C@@H]12)=O)CCN1C=NC=C1 ((cis)-4-(3,4-Dimethoxyphenyl)-2-(2-(1-imidazolyl)ethyl)-4a,5,6,7,8,8a-hexahydro-2H-phthalazin-1-one hydrochloride). RXN SMILES: [ClH:1].[CH3:2][O:3][C:4]1[CH:5]=[C:6]([C:12]2[C@H:21]3[C@H:16]([CH2:17][CH2:18][CH2:19][CH2:20]3)[C:15](=[O:22])[N:14]([CH2:23][CH2:24]Br)[N:13]=2)[CH:7]=[CH:8][C:9]=1[O:10][CH3:11].[NH:26]1[CH:30]=[CH:29][N:28]=[CH:27]1>CO>[ClH:1].[CH3:2][O:3][C:4]1[CH:5]=[C:6]([C:12]2[C@H:21]3[C@H:16]([CH2:17][CH2:18][CH2:19][CH2:20]3)[C:15](=[O:22])[N:14]([CH2:23][CH2:24][N:26]3[CH:30]=[CH:29][N:28]=[CH:27]3)[N:13]=2)[CH:7]=[CH:8][C:9]=1[O:10][CH3:11] |f:0.1,4.5|. Procedure: A solution of 2 g of compound 112 and 3 g of imidazole in methanol was left for 18 h at room temperature. After evaporating the solvent, the residue was partitioned between water and ethyl acetate. The organic layer was dried over magnesium sulfate and evaporated. The residue was dissolved in ethyl acetate and filtered over silica. The compound crystallized as the hydrochloride from tetrahydrofuran. M.p. 198°-199° C. The reactants are CC(C)([O-])C.[K+] (potassium t-butoxide), COC1=C(C=C(C=C1)S)C(C)C (4-methoxy-3-iso-propyl-thiophenol), CC=1C=C(C=C(C1I)C)OC (3,5-dimethyl-4-iodoanisole), C(C)(=O)OCC (ethyl acetate), 6,747,048 B2. The reagents and catalysts are [I].[Cu] (Copper iodine). The solvent is C1(=CC=CC=C1)C (toluene). The product is CC=1C=C(C=C(C1SC1=CC(=C(C=C1)OC)C(C)C)C)OC (3,5-dimethyl-4-(3′-iso-propyl-4′-methoxyphenylsulfanyl)anisole). Isolated yield 49.0%. As a reaction SMILES: CC(C)([O-])C.[K+].[CH3:7][O:8][C:9]1[CH:14]=[CH:13][C:12]([SH:15])=[CH:11][C:10]=1[CH:16]([CH3:18])[CH3:17].[CH3:19][C:20]1[CH:21]=[C:22]([O:28][CH3:29])[CH:23]=[C:24]([CH3:27])[C:25]=1I.C(OCC)(=O)C>C1(C)C=CC=CC=1.[I].[Cu]>[CH3:19][C:20]1[CH:21]=[C:22]([O:28][CH3:29])[CH:23]=[C:24]([CH3:27])[C:25]=1[S:15][C:12]1[CH:13]=[CH:14][C:9]([O:8][CH3:7])=[C:10]([CH:16]([CH3:18])[CH3:17])[CH:11]=1 |f:0.1,6.7,^1:42|. Procedure: Copper iodine (70 mg, 0.37 mmol), neocuprinine (80 mg, 0.37 mmol) and potassium t-butoxide (470 mg, 4.05 mmol) were added in this order to a solution of 4-methoxy-3-iso-propyl-thiophenol (U.S. Pat. No. 6,747,048 B2, 600 mg, 2.3 mmol) and 3,5-dimethyl-4-iodoanisole (678 mg, 3.72 mmol) in toluene (10 mL). After refluxing overnight, the cooled reaction mixture was poured into ethyl acetate (50 mL) and washed twice with 1 N HCl then brine. The organics were dried over sodium sulfate, filtered and co... Starting materials: COC1=NC2=CC=CC=C2C=C1NC(OC1=CC=CC=C1)=S (Phenyl N-(2-methoxyquinolin-3-yl)thiocarbamate), COC=1C=C(C=C(C1)OC)N1CCNCC1 (1-(3,5-dimethoxyphenyl)piperazine), C1CCC2=NCCCN2CC1 (DBU). Run in O1CCCC1 (tetrahydrofuran). Run at time 2 hour. The product is COC1=NC2=CC=CC=C2C=C1NC(=S)N1CCN(CC1)C1=CC(=CC(=C1)OC)OC (1-[(2-Methoxyquinolin-3-yl)aminothiocarbonyl]-4-(3,5-dimethoxyphenyl)piperazine). Yield: 76.0%. Reaction SMILES: [CH3:1][O:2][C:3]1[C:12]([NH:13][C:14](=[S:22])OC2C=CC=CC=2)=[CH:11][C:10]2[C:5](=[CH:6][CH:7]=[CH:8][CH:9]=2)[N:4]=1.[CH3:23][O:24][C:25]1[CH:26]=[C:27]([N:33]2[CH2:38][CH2:37][NH:36][CH2:35][CH2:34]2)[CH:28]=[C:29]([O:31][CH3:32])[CH:30]=1.C1CCN2C(=NCCC2)CC1>O1CCCC1>[CH3:1][O:2][C:3]1[C:12]([NH:13][C:14]([N:36]2[CH2:35][CH2:34][N:33]([C:27]3[CH:26]=[C:25]([O:24][CH3:23])[CH:30]=[C:29]([O:31][CH3:32])[CH:28]=3)[CH2:38][CH2:37]2)=[S:22])=[CH:11][C:10]2[C:5](=[CH:6][CH:7]=[CH:8][CH:9]=2)[N:4]=1. Procedure details: Phenyl N-(2-methoxyquinolin-3-yl)thiocarbamate(56 mg, 0.5 mmol) and 1-(3,5-dimethoxyphenyl)piperazine(111 mg, 0.5 mmol) were dissolved in anhydrous tetrahydrofuran and DBU(117 mg, 0.75 mmol) was added. The reaction solution was stirred at room temperature for 2 hours. The above solution was concentrated under the reduced pressure to remove tetrahydrofuran and concentrated was purified by column chromatography(Hexane:ether=5:1) to obtain the titled compound. Isolated yield 40.3%. RXN SMILES: Cl[C:2]1[CH:7]=[C:6]([Cl:8])[N:5]=[C:4]([NH2:9])[N:3]=1.[Cl:10][C:11]1[CH:12]=[CH:13][C:14]([CH3:20])=[C:15](B(O)O)[CH:16]=1.C1(P(C2C=CC=CC=2)C2C=CC=CC=2)C=CC=CC=1.C(=O)([O-])[O-].[Na+].[Na+]>O.C([O-])(=O)C.[Pd+2].C([O-])(=O)C.CC(C)=O.C(COC)OC>[Cl:8][C:6]1[CH:7]=[C:2]([C:13]2[CH:12]=[C:11]([Cl:10])[CH:16]=[CH:15][C:14]=2[CH3:20])[N:3]=[C:4]([NH2:9])[N:5]=1 |f:3.4.5,7.8.9|. Yields the product hydrochloride salt, ClC1=NC(=NC(=C1)C1=C(C=CC(=C1)Cl)C)N (4-chloro-6-(5-chloro-2-methyl-phenyl) pyrimidin-2-yl-amine). Procedure: To a mixture of 4,6-dichloro-2-amino-pyrimidine (0.481 g, 2.93 mmol), 5-chloro-2-methyl-phenyl boronic acid (0.5 g, 2.93 mmol), palladium (II) acetate (0.1 g, 0.44 mmol), and triphenylphosphine (0.23 g, 0.88 mmol) was added a solution of sodium carbonate (1.5 g, 14.6 mmol) in water (5.0 ml) followed by glyme (20 ml). The mixture was stirred under an argon atmosphere for 16 hours. After addition of acetone (15 ml), the mixture was filtered through a pad of celite under suction and the filtrate wa... Reagents/catalysts: C(C)(=O)[O-].[Pd+2].C(C)(=O)[O-] (palladium (II) acetate). Conditions: time 16 hour. Reactants: ClC1=NC(=NC(=C1)Cl)N (4,6-dichloro-2-amino-pyrimidine), ClC=1C=CC(=C(C1)B(O)O)C (5-chloro-2-methyl-phenyl boronic acid), C1(=CC=CC=C1)P(C1=CC=CC=C1)C1=CC=CC=C1 (triphenylphosphine), C([O-])([O-])=O.[Na+].[Na+] (sodium carbonate). The solvent is CC(=O)C (acetone), O (water), C(OC)COC (glyme).